From a dataset of the Open Reaction Database (ORD), a public repository of structured organic reaction records. describe an organic reaction: reactants, conditions, products, and yield Starting materials: [H-].C(C(C)C)[Al+]CC(C)C (Diisobutylaluminium hydride), N=1C(=CN2C1S(CCC2)(=O)=O)C(=O)OCC (Ethyl 6,7-Dihydro-5H-imidazo[2,1-b][1,3]thiazine-2-carboxylate-8,8-dioxide), O (Water). Run in ClCCl (dichloromethane). Reaction conditions: temperature -70 celsius. The product is N=1C(=CN2C1S(CCC2)(=O)=O)C=O (6,7-Dihydro-5H-imidazo[2,1-b][1,3]thiazine-2-carboxaldehyde-8,8-dioxide). Reaction SMILES: [N:1]1[C:2]([C:12](OCC)=[O:13])=[CH:3][N:4]2[CH2:9][CH2:8][CH2:7][S:6](=[O:11])(=[O:10])[C:5]=12.[H-].C([Al+]CC(C)C)C(C)C.O>ClCCl>[N:1]1[C:2]([CH:12]=[O:13])=[CH:3][N:4]2[CH2:9][CH2:8][CH2:7][S:6](=[O:10])(=[O:11])[C:5]=12 |f:1.2|. Reported procedure: Ethyl 6,7-Dihydro-5H-imidazo[2,1-b][1,3]thiazine-2-carboxylate-8,8-dioxide (200 mg, 0.82 mmol) was dissolved in dry dichloromethane (minimum volume) under argon and cooled to −70° C. Diisobutylaluminium hydride (1.5M in toluene, 1 ml, 1.5 mmol) was added at <−70° C. and the mixture stirred at −70° C. until thin layer chromatography and infra-red spectroscopy showed little or no starting material remaining. Water (5 ml) was added carefully, cooling removed and the mixture stirred at ambient tempe... The reactants are COCCN1C(NC(C1)C1=CC=CC=C1)=O (racemic 1-(2-methoxyethyl)-4-phenyl-2-imidazolidone), S(O)(O)(=O)=O (sulfuric acid). Run in O (water), [OH-].[K+] (potassium hydroxide). Product: NC(CNCCOC)C1=CC=CC=C1 (racemic N-(2-amino-2-phenylethyl)-2-methoxyethylamine). As a reaction SMILES: [CH3:1][O:2][CH2:3][CH2:4][N:5]1[CH2:9][CH:8]([C:10]2[CH:15]=[CH:14][CH:13]=[CH:12][CH:11]=2)[NH:7]C1=O.S(=O)(=O)(O)O>O.[OH-].[K+]>[NH2:7][CH:8]([C:10]1[CH:15]=[CH:14][CH:13]=[CH:12][CH:11]=1)[CH2:9][NH:5][CH2:4][CH2:3][O:2][CH3:1] |f:3.4|. Reported procedure: The racemic 1-(2-methoxyethyl)-4-phenyl-2-imidazolidone (2.2 g) obtained is heated at 140°-150° C. for 20 hours with 60 weight percent sulfuric acid. The solution is cooed to room temperature, diluted with water and 20% potassium hydroxide to attain a pH of 10 and extracted with methylene chloride. The extracts are washed, dried and concentrated to yield racemic N-(2-amino-2-phenylethyl)-2-methoxyethylamine, [α]D20 =-0.00 (c=1, CHCl3). Reactants: O=C(O)c1cnc(OCC(F)(F)F)cn1, CC1(c2cc(N)ccc2F)N=C(N)OC2COCC21. Product: CC1(c2cc(NC(=O)c3cnc(OCC(F)(F)F)cn3)ccc2F)N=C(N)OC2COCC21. RXN SMILES: [F:20][C:21]([CH2:22][O:23][c:24]1[n:25][cH:26][c:27]([C:30](=[O:31])[OH:32])[n:28][cH:29]1)([F:33])[F:34].[NH2:1][c:2]1[cH:3][cH:4][c:5]([F:19])[c:6]([C:8]2([CH3:18])[N:9]=[C:10]([NH2:17])[O:11][CH:12]3[CH2:13][O:14][CH2:15][CH:16]23)[cH:7]1>>[NH:1]([c:2]1[cH:3][cH:4][c:5]([F:19])[c:6]([C:8]2([CH3:18])[N:9]=[C:10]([NH2:17])[O:11][CH:12]3[CH2:13][O:14][CH2:15][CH:16]23)[cH:7]1)[C:30]([c:27]1[cH:26][n:25][c:24]([O:23][CH2:22][C:21]([F:20])([F:33])[F:34])[cH:29][n:28]1)=[O:31]. Reactants: FC=1C=C2C=3C[C@H](CCC3NC2=CC1)C(=O)N ((3S)-6-Fluoro-2,3,4,9-tetrahydro-1H-carbazole-3-carboxamide), [H-].[Al+3].[Li+].[H-].[H-].[H-] (lithium aluminum hydride). Run in C1CCOC1 (THF), C1CCOC1 (THF). Conditions: temperature 2.5 celsius, time 1 hour. Yields the product FC=1C=C2C=3C[C@H](CCC3NC2=CC1)CN ({[(3S)-6-Fluoro-2,3,4,9-tetrahydro-1H-carbazol-3-yl]methyl}amine). The yield is 82.2%. Reaction SMILES: [F:1][C:2]1[CH:3]=[C:4]2[C:12](=[CH:13][CH:14]=1)[NH:11][C:10]1[CH2:9][CH2:8][C@H:7]([C:15]([NH2:17])=O)[CH2:6][C:5]2=1.[H-].[Al+3].[Li+].[H-].[H-].[H-]>C1COCC1>[F:1][C:2]1[CH:3]=[C:4]2[C:12](=[CH:13][CH:14]=1)[NH:11][C:10]1[CH2:9][CH2:8][C@H:7]([CH2:15][NH2:17])[CH2:6][C:5]2=1 |f:1.2.3.4.5.6|. Reported procedure: (3S)-6-Fluoro-2,3,4,9-tetrahydro-1H-carbazole-3-carboxamide (34.7 g, 150 mmol), was dissolved in 1 L of dry THF, and to the solution were added 300 ml of 1N lithium aluminum hydride in THF. The resulting solution, turning into suspension, was refluxed at vigorous stirring for 1 hr, completion checked by HPLC. The resulting suspension was cooled to 0-5° C., and quenched very slowly with the saturated solution of sodium potassium tartrate (Rochelle salt). The temperature was initially kept below 1... The reactants are O=C(CC(=O)OCC)CCCC (ethyl 3-oxoheptanoate), [H-].[Na+] (NaH), ice brine, BrCC1=CC=C(C=C1)I (α-bromo-4-iodotoluene). Solvent: CS(=O)C (DMSO). Reaction conditions: time 10 minute. Yields the product IC1=CC=C(C=C1)CC(C(=O)OCC)C(CCCC)=O (Ethyl 2-[(4-iodophenyl)methyl]-3-oxoheptanoate). The yield is 28.9%. Reaction SMILES: [O:1]=[C:2]([CH2:9][CH2:10][CH2:11][CH3:12])[CH2:3][C:4]([O:6][CH2:7][CH3:8])=[O:5].[H-].[Na+].Br[CH2:16][C:17]1[CH:22]=[CH:21][C:20]([I:23])=[CH:19][CH:18]=1>CS(C)=O>[I:23][C:20]1[CH:21]=[CH:22][C:17]([CH2:16][CH:3]([C:2](=[O:1])[CH2:9][CH2:10][CH2:11][CH3:12])[C:4]([O:6][CH2:7][CH3:8])=[O:5])=[CH:18][CH:19]=1 |f:1.2|. Reported procedure: To a solution of 3.77 g (43.8 mmol) ethyl 3-oxoheptanoate in 200 mL DMSO was added 1.75 g (43.8 mmol) 65% NaH in oil. After 10 minutes, 6.5 g (21.9 mmol) α-bromo-4-iodotoluene was added. The mixture was allowed to stir for 2 hours. It was then poured into an ice/brine mixture and extracted 3 times with ether. The combined organic material was washed with brine, dried over MgSO4, stripped of solvent in vacuo, then Still flash chromatographed in 40% CH2Cl2 /hexane to give 2.46 g of the title compo... Starting materials: [N+](=O)([O-])C=1C=C(C(=O)Cl)C=CC1 (3-nitrobenzoyl chloride), Cl (HCl), BrC1=CC=CC=C1 (bromobenzene), [Cl-].[Al+3].[Cl-].[Cl-] (aluminum chloride). Conditions: temperature 100 celsius. Product: BrC1=CC=C(C(=O)C2=CC(=CC=C2)[N+](=O)[O-])C=C1 (4-bromo-3'-nitrobenzophenone). Isolated yield 91.7%. Reaction SMILES: [N+:1]([C:4]1[CH:5]=[C:6]([CH:10]=[CH:11][CH:12]=1)[C:7](Cl)=[O:8])([O-:3])=[O:2].[Br:13][C:14]1[CH:19]=[CH:18][CH:17]=[CH:16][CH:15]=1.[Cl-].[Al+3].[Cl-].[Cl-].Cl>>[Br:13][C:14]1[CH:19]=[CH:18][C:17]([C:7]([C:6]2[CH:10]=[CH:11][CH:12]=[C:4]([N+:1]([O-:3])=[O:2])[CH:5]=2)=[O:8])=[CH:16][CH:15]=1 |f:2.3.4.5|. Procedure details: In a 250 mL flask equipped with a nitrogen inlet, overhead stirring assembly, and reflux condenser were placed 3-nitrobenzoyl chloride (28 g, 0.15 mol), bromobenzene (130 g, 0.83 mol), and aluminum chloride (22 g, 0.16 mol). The mixture was heated for 3 h at 100° C., then cooled to room temperature and stirred for an additional 16 h. The mixture was poured into 1 L of acidic (HCl) ice water, and the organics were extracted using methylene chloride, dried over magnesium sulfate, and the solvents ...